From a dataset of the Open Reaction Database (ORD), a public repository of structured organic reaction records. describe an organic reaction: reactants, conditions, products, and yield The reactants are CC=1C=C(C(=CC1)S)S (4-methylbenzene-1,2-dithiol), C(=O)([O-])[O-].[K+].[K+] (K2CO3), ClC=1C(N(C(C1Cl)=O)C)=O (3,4-dichloro-1-methyl-pyrrole-2,5-dione), O (water). Solvent: CN(C)C=O (DMF). Conditions: temperature 80 celsius, time 7 hour. Product: CN1C(C2=C(C1=O)SC1=C(S2)C=CC(=C1)C)=O (2,6-dimethyl-[1,4]benzodithiino[2,3-c]pyrrole-1,3-dione). As a reaction SMILES: [CH3:1][C:2]1[CH:3]=[C:4]([SH:9])[C:5]([SH:8])=[CH:6][CH:7]=1.C([O-])([O-])=O.[K+].[K+].Cl[C:17]1[C:18](=[O:25])[N:19]([CH3:24])[C:20](=[O:23])[C:21]=1Cl.O>CN(C=O)C>[CH3:24][N:19]1[C:20](=[O:23])[C:21]2[S:9][C:4]3[CH:3]=[C:2]([CH3:1])[CH:7]=[CH:6][C:5]=3[S:8][C:17]=2[C:18]1=[O:25] |f:1.2.3|. Reported procedure: A stirred solution of 4-methylbenzene-1,2-dithiol (0.5 g) in anhydrous DMF (50 ml) was treated with K2CO3 and 3,4-dichloro-1-methyl-pyrrole-2,5-dione (0.73 g) and stirred for about 7 hours at 80° C. The reaction mixture was poured into water and extracted with MTBE. The combined organic phases were washed once with water and after removal of the solvent under reduced pressure the crude product (0.85 g) was purified by flash column chromatography on silica gel (cyclohexane/ethyl acetate 9:1) to y...